Dataset: the Open Reaction Database (ORD), a public repository of structured organic reaction records. Task: describe an organic reaction: reactants, conditions, products, and yield The reactants are ClC1=NC2=CC(=CC(=C2C(=C1C)Cl)F)F (2,4-dichloro-5,7-difluoro-3-methylquinoline), [Cl-].COC=1C=C(C[Zn+])C=CC1 (3-methoxy-benzylzinc chloride). The reagents and catalysts are C=1C=CC(=CC1)[P](C=2C=CC=CC2)(C=3C=CC=CC3)[Pd]([P](C=4C=CC=CC4)(C=5C=CC=CC5)C=6C=CC=CC6)([P](C=7C=CC=CC7)(C=8C=CC=CC8)C=9C=CC=CC9)[P](C=1C=CC=CC1)(C=1C=CC=CC1)C=1C=CC=CC1 (Pd(PPh3)4). The solvent is C1CCOC1 (THF). Product: ClC1=C(C(=NC2=CC(=CC(=C12)F)F)CC1=CC(=CC=C1)OC)C (4-chloro-5,7-difluoro-2-(3-methoxybenzyl)-3-methylquinoline). Reaction SMILES: Cl[C:2]1[C:11]([CH3:12])=[C:10]([Cl:13])[C:9]2[C:4](=[CH:5][C:6]([F:15])=[CH:7][C:8]=2[F:14])[N:3]=1.[Cl-].[CH3:17][O:18][C:19]1[CH:20]=[C:21]([CH:24]=[CH:25][CH:26]=1)[CH2:22][Zn+]>C1C=CC([P]([Pd]([P](C2C=CC=CC=2)(C2C=CC=CC=2)C2C=CC=CC=2)([P](C2C=CC=CC=2)(C2C=CC=CC=2)C2C=CC=CC=2)[P](C2C=CC=CC=2)(C2C=CC=CC=2)C2C=CC=CC=2)(C2C=CC=CC=2)C2C=CC=CC=2)=CC=1.C1COCC1>[Cl:13][C:10]1[C:9]2[C:4](=[CH:5][C:6]([F:15])=[CH:7][C:8]=2[F:14])[N:3]=[C:2]([CH2:22][C:21]2[CH:24]=[CH:25][CH:26]=[C:19]([O:18][CH3:17])[CH:20]=2)[C:11]=1[CH3:12] |f:1.2,^1:30,32,51,70|. Reported procedure: Prepared according to procedure Z using 2,4-dichloro-5,7-difluoro-3-methylquinoline (350 mg, 1.41 mmol), Pd(PPh3)4 (163 mg, 0.14 mmol), 3-methoxy-benzylzinc chloride (0.5M in THF, 2.96 mL, 1.48 mmol), and THF (3.5 mL). Purification by column chromatography (silica gel, 0-8% EtOAc in hexanes as eluent) gave 4-chloro-5,7-difluoro-2-(3-methoxybenzyl)-3-methylquinoline as a white solid. Mass Spectrum (ESI) m/e=334.0 (M+1). Starting materials: 3.0, FC1=CC=C(C=C1)C(O)(C1CCNCC1)C1=CC=C(C=C1)F ([α,α-bis(4-fluorophenyl)]-4-piperidinemethanol), ClCCCOC1=CC(=CC=C1)OC (1-chloro-3-(3-methoxyphenyoxy)propane), C([O-])([O-])=O.[Na+].[Na+] (sodium carbonate), [I-] (iodide), C(C(=O)O)(=O)O.C1(=CC=CC=C1)C(=C1CCN(CC1)CCCOC1=CC=CC=C1)C1=CC=CC=C1 (4-(Diphenylmethylene)-1-(3-phenoxypropyl)piperidine oxalate). Run in C(CCC)O (1-butanol), CC(C)O (2-propanol). The product is FC1=CC=C(C=C1)C(O)(C1CCN(CC1)CCCOC1=CC(=CC=C1)OC)C1=CC=C(C=C1)F (α,α-Bis(4-fluorophenyl)-1-[3-(3-methoxyphenoxy)propyl]-4-piperidinemethanol). The yield is 66.0%. Reaction SMILES: C(O)(=O)C(O)=O.C1(C(C2C=CC=CC=2)=C2CCN(CCCOC3C=CC=CC=3)CC2)C=CC=CC=1.[F:36][C:37]1[CH:42]=[CH:41][C:40]([C:43]([C:51]2[CH:56]=[CH:55][C:54]([F:57])=[CH:53][CH:52]=2)([CH:45]2[CH2:50][CH2:49][NH:48][CH2:47][CH2:46]2)[OH:44])=[CH:39][CH:38]=1.Cl[CH2:59][CH2:60][CH2:61][O:62][C:63]1[CH:68]=[CH:67][CH:66]=[C:65]([O:69][CH3:70])[CH:64]=1.C(=O)([O-])[O-].[Na+].[Na+].[I-]>C(O)CCC.CC(O)C>[F:36][C:37]1[CH:42]=[CH:41][C:40]([C:43]([C:51]2[CH:52]=[CH:53][C:54]([F:57])=[CH:55][CH:56]=2)([CH:45]2[CH2:46][CH2:47][N:48]([CH2:59][CH2:60][CH2:61][O:62][C:63]3[CH:68]=[CH:67][CH:66]=[C:65]([O:69][CH3:70])[CH:64]=3)[CH2:49][CH2:50]2)[OH:44])=[CH:39][CH:38]=1 |f:0.1,4.5.6|. Procedure details: This compound was prepared according to the procedure used to synthesize the compound of Example 1. A mixture of 3.0 (0.01 mole) of [α,α-bis(4-fluorophenyl)]-4-piperidinemethanol, 2.0 g (0.01 mole) of 1-chloro-3-(3-methoxyphenyoxy)propane, 3.7 g (0.035 mole) of anhydrous sodium carbonate and 0.4 g of potassuim iodide in 100 ml of 1-butanol gave 3.1 g (66%) of the title compound as a white solid, mp 107°-108° C. (2-propanol). The reactants are O=C(Cl)CCC1CCCC1, CC(C)(Cc1c(C(C)(C)C)c2cc(OCc3ccc4ccccc4n3)ccc2n1Cc1ccc(Cl)cc1)C(=O)O. Product: CC(C)(Cc1c(C(=O)CCC2CCCC2)c2cc(OCc3ccc4ccccc4n3)ccc2n1Cc1ccc(Cl)cc1)C(=O)O. Reaction SMILES: [CH:41]1([CH2:46][CH2:47][C:48](=[O:49])[Cl:50])[CH2:42][CH2:43][CH2:44][CH2:45]1.[Cl:1][c:2]1[cH:3][cH:4][c:5]([CH2:6][n:7]2[c:8]([CH2:32][C:33]([C:34](=[O:35])[OH:36])([CH3:37])[CH3:38])[c:9]([C:28]([CH3:29])([CH3:30])[CH3:31])[c:10]3[cH:11][c:12]([O:16][CH2:17][c:18]4[n:19][c:20]5[cH:21][cH:22][cH:23][cH:24][c:25]5[cH:26][cH:27]4)[cH:13][cH:14][c:15]23)[cH:39][cH:40]1>>[Cl:1][c:2]1[cH:3][cH:4][c:5]([CH2:6][n:7]2[c:8]([CH2:32][C:33]([C:34](=[O:35])[OH:36])([CH3:37])[CH3:38])[c:9]([C:48]([CH2:47][CH2:46][CH:41]3[CH2:42][CH2:43][CH2:44][CH2:45]3)=[O:49])[c:10]3[cH:11][c:12]([O:16][CH2:17][c:18]4[n:19][c:20]5[cH:21][cH:22][cH:23][cH:24][c:25]5[cH:26][cH:27]4)[cH:13][cH:14][c:15]23)[cH:39][cH:40]1. As a reaction SMILES: [Br:40][c:41]1[cH:42][n:43][cH:44][cH:45][cH:46]1.[C:47](=[O:48])([O-:49])[O-:50].[CH2:1]([CH:2]=[CH2:3])[N:4]([CH:5]([C:6]([CH3:7])([CH3:8])[CH3:9])[C:10](=[O:11])[O:12][CH2:13][c:14]1[cH:15][cH:16][cH:17][cH:18][cH:19]1)[S:20](=[O:21])(=[O:22])[c:23]1[cH:24][c:25]([O:29][CH3:30])[cH:26][cH:27][cH:28]1.[CH2:53]1[O:54][CH2:55][CH2:56][CH2:57]1.[CH3:63][CH2:64][O:65][C:66](=[O:67])[CH3:68].[CH:31]12[CH2:32][CH2:33][CH2:34][CH:35]([BH:36]1)[CH2:37][CH2:38][CH2:39]2.[K+:51].[K+:52].[O:58]=[CH:59][N:60]([CH3:61])[CH3:62].[OH2:146].[cH:69]1[cH:70][cH:71][c:72]([P:73]([Pd:74]([P:75]([c:76]2[cH:77][cH:78][cH:79][cH:80][cH:81]2)([c:82]2[cH:83][cH:84][cH:85][cH:86][cH:87]2)[c:88]2[cH:89][cH:90][cH:91][cH:92][cH:93]2)([P:94]([c:95]2[cH:96][cH:97][cH:98][cH:99][cH:100]2)([c:101]2[cH:102][cH:103][cH:104][cH:105][cH:106]2)[c:107]2[cH:108][cH:109][cH:110][cH:111][cH:112]2)[P:113]([c:114]2[cH:115][cH:116][cH:117][cH:118][cH:119]2)([c:120]2[cH:121][cH:122][cH:123][cH:124][cH:125]2)[c:126]2[cH:127][cH:128][cH:129][cH:130][cH:131]2)([c:132]2[cH:133][cH:134][cH:135][cH:136][cH:137]2)[c:138]2[cH:139][cH:140][cH:141][cH:142][cH:143]2)[cH:144][cH:145]1>>[CH2:1]([CH2:2][CH2:3][c:41]1[cH:42][n:43][cH:44][cH:45][cH:46]1)[N:4]([CH:5]([C:6]([CH3:7])([CH3:8])[CH3:9])[C:10](=[O:11])[O:12][CH2:13][c:14]1[cH:15][cH:16][cH:17][cH:18][cH:19]1)[S:20](=[O:21])(=[O:22])[c:23]1[cH:24][c:25]([O:29][CH3:30])[cH:26][cH:27][cH:28]1. The product is COc1cccc(S(=O)(=O)N(CCCc2cccnc2)C(C(=O)OCc2ccccc2)C(C)(C)C)c1. Starting materials: Brc1cccnc1, O=C([O-])[O-], C=CCN(C(C(=O)OCc1ccccc1)C(C)(C)C)S(=O)(=O)c1cccc(OC)c1, C1CCOC1, CCOC(C)=O, B1C2CCCC1CCC2, [K+], [K+], CN(C)C=O, O, c1ccc(P(c2ccccc2)(c2ccccc2)[Pd](P(c2ccccc2)(c2ccccc2)c2ccccc2)(P(c2ccccc2)(c2ccccc2)c2ccccc2)P(c2ccccc2)(c2ccccc2)c2ccccc2)cc1. The reactants are CC1(C)CC2C(c3ccccc3)=C(c3ccc(Cl)cc3)C(=O)N2C1, ClC(Cl)Cl, CC1(C)C=C2C(c3ccccc3)=C(c3ccc(Cl)cc3)C(=O)N2C1, O. The product is CC1(C)CN2C(=O)C(c3ccc(Cl)cc3)=C(c3ccccc3)C2(O)C1. As a reaction SMILES: [Cl:1][c:2]1[cH:3][cH:4][c:5]([C:8]2=[C:9]([c:19]3[cH:20][cH:21][cH:22][cH:23][cH:24]3)[CH:10]3[CH2:11][C:12]([CH3:17])([CH3:18])[CH2:13][N:14]3[C:15]2=[O:16])[cH:6][cH:7]1.[Cl:25][CH:26]([Cl:27])[Cl:28].[Cl:29][c:30]1[cH:31][cH:32][c:33]([C:34]2=[C:43]([c:45]3[cH:46][cH:47][cH:48][cH:49][cH:50]3)[C:37]3=[CH:38][C:39]([CH3:40])([CH3:41])[CH2:42][N:36]3[C:35]2=[O:44])[cH:51][cH:52]1.[OH2:53]>>[Cl:1][c:2]1[cH:3][cH:4][c:5]([C:8]2=[C:9]([c:19]3[cH:20][cH:21][cH:22][cH:23][cH:24]3)[C:10]3([OH:44])[CH2:11][C:12]([CH3:17])([CH3:18])[CH2:13][N:14]3[C:15]2=[O:16])[cH:6][cH:7]1. Reaction SMILES: CC1=CC=C(N)N=C1.[C-]#[N+]C1CCCCC1.COC(=O)C1=CC(C=O)=CC=C1O>>COC(=O)C1=CC(=CC=C1O)C1=C(NC2CCCCC2)N2C=C(C)C=CC2=N1. Run at temperature 22 celsius, time 20 hour. Starting materials: COC(c1cc(C=O)ccc1O)=O, CC1=CN=C(C=C1)N, [C-]#[N+]C1CCCCC1. The yield is 28.0%. Run in CC(C)O (isopropyl alcohol), CC(C)O (isopropylalcohol). The reagents and catalysts are O=C(O)C(F)(F)F (trifluoroacetic acid). The product is Cc1ccc2nc(c3ccc(c(c3)C(=O)OC)O)c(NC3CCCCC3)n2c1. Reactants: C(C)(=O)O[C@H]1[C@H](OC(C)=O)[C@@H](OC(C)=O)[C@H](OC(C)=O)[C@H](O1)COC(C)=O (penta-O-acetyl-β-D-glucopyranose), C(CO)Br (ethylene bromohydrin), C(C)(=O)OCC (ethyl acetate). Solvent: ClCCl (dichloromethane). Yields the product C(C)(=O)O[C@H]1[C@H](OCCBr)O[C@@H]([C@H]([C@@H]1OC(C)=O)OC(C)=O)COC(C)=O (2-bromoethyl 2,3,4,6-tetra-O-acetyl-β-D-glucopyranoside). As a reaction SMILES: [C:1]([O:4][C@@H:5]1[O:22][C@H:21]([CH2:23][O:24][C:25](=[O:27])[CH3:26])[C@@H:16]([O:17][C:18](=[O:20])[CH3:19])[C@H:11]([O:12][C:13](=[O:15])[CH3:14])[C@H:6]1[O:7][C:8](=[O:10])[CH3:9])(=O)[CH3:2].C([Br:31])CO.C(OCC)(=O)C>ClCCl>[C:8]([O:7][C@@H:6]1[C@@H:11]([O:12][C:13](=[O:15])[CH3:14])[C@H:16]([O:17][C:18](=[O:20])[CH3:19])[C@@H:21]([CH2:23][O:24][C:25](=[O:27])[CH3:26])[O:22][C@H:5]1[O:4][CH2:1][CH2:2][Br:31])(=[O:10])[CH3:9]. Procedure details: A solution of 9.46 g (24.3 mmol) of penta-O-acetyl-β-D-glucopyranose and 3.04 g (24.3 mmol) of ethylene bromohydrin in 100 mL of dichloromethane was put in a 200 mL round bottom flask in an argon atmosphere. Subsequently, 10 mL of boron trifluoride diethyl ether complex was slowly added dropwise to this solution with stirring. The resulting mixture was continuously stirred with ice cooling for another one hour and then stirred at room temperature overnight while protecting it from light. After t... Starting materials: BrCCOC1=CC=C(C=C1)C1=CC=CC=C1 (4-(2-bromo-ethoxy)biphenyl), C(C)OC([C@H](CC1=CC=C(C=C1)O)OCCC)=O ((2S)-3-(4-hydroxy-phenyl)-2-propoxy-propionic acid ethyl ester), C1(=CC=C(C=C1)OCCOC1=CC=C(C=C1)C[C@@H](C(=O)O)OC)C1=CC=CC=C1 ((2S)-3-{4-[2-(biphenyl-4-yloxy)-ethoxy]-phenyl}-2-methoxy-propionic acid). The product is C1(=CC=C(C=C1)OCCOC1=CC=C(C=C1)C[C@@H](C(=O)O)OCCC)C1=CC=CC=C1 ((2S)-3-{4-[2-(biphenyl-4-yloxy)-ethoxy]-phenyl}-2-propoxy-propionic acid). As a reaction SMILES: Br[CH2:2][CH2:3][O:4][C:5]1[CH:10]=[CH:9][C:8]([C:11]2[CH:16]=[CH:15][CH:14]=[CH:13][CH:12]=2)=[CH:7][CH:6]=1.C([O:19][C:20](=[O:34])[C@@H:21]([O:30][CH2:31][CH2:32][CH3:33])[CH2:22][C:23]1[CH:28]=[CH:27][C:26]([OH:29])=[CH:25][CH:24]=1)C.C1(C2C=CC=CC=2)C=CC(OCCOC2C=CC(C[C@H](OC)C(O)=O)=CC=2)=CC=1>>[C:8]1([C:11]2[CH:16]=[CH:15][CH:14]=[CH:13][CH:12]=2)[CH:9]=[CH:10][C:5]([O:4][CH2:3][CH2:2][O:29][C:26]2[CH:25]=[CH:24][C:23]([CH2:22][C@H:21]([O:30][CH2:31][CH2:32][CH3:33])[C:20]([OH:34])=[O:19])=[CH:28][CH:27]=2)=[CH:6][CH:7]=1. Procedure details: The title compound was prepared from 4-(2-bromo-ethoxy)-biphenyl (Example 377, Step 1) and (2S)-3-(4-hydroxy-phenyl)-2-propoxy-propionic acid ethyl ester (Example 377, Step 4) via the same procedure used for the preparation of (2S)-3-{4-[2-(biphenyl-4-yloxy)-ethoxy]-phenyl}-2-methoxy-propionic acid (Example 283, Step 3) to produce a white solid. MS (ES) for C26H28O5 [M+H]+: 421.0, [M+NH4]+: 438.0, [M+Na]+: 443.0, [M−H]−: 3239.2.